Dataset: the Open Reaction Database (ORD), a public repository of structured organic reaction records. Task: describe an organic reaction: reactants, conditions, products, and yield Starting materials: C(CCCCCCCCCCCCCCCCC)(=O)Cl (octadecanoylchloride), CN(CCCO)C (3-dimethylamino-1-propanol), C(C)OCC (ethyl ether), C(C)OCC (ethyl ether), amine, BrCCCCCCCCCCCCCCCCCC (1-bromooctadecane). Run at temperature 100 celsius, time 2 hour. Yields the product [Br-].C(CCCCCCCCCCCCCCCCC)(=O)OCCC[N+](CCCCCCCCCCCCCCCCCC)(C)C (N-(3-octadecanoyloxypropyl)-N,N-dimethyloctadecanaminium bromide). RXN SMILES: [C:1](Cl)(=[O:19])[CH2:2][CH2:3][CH2:4][CH2:5][CH2:6][CH2:7][CH2:8][CH2:9][CH2:10][CH2:11][CH2:12][CH2:13][CH2:14][CH2:15][CH2:16][CH2:17][CH3:18].[CH3:21][N:22]([CH3:27])[CH2:23][CH2:24][CH2:25]O.[Br:28][CH2:29][CH2:30][CH2:31][CH2:32][CH2:33][CH2:34][CH2:35][CH2:36][CH2:37][CH2:38][CH2:39][CH2:40][CH2:41][CH2:42][CH2:43][CH2:44][CH2:45][CH3:46].C([O:49]CC)C>>[Br-:28].[C:1]([O:19][CH2:25][CH2:24][CH2:23][N+:22]([CH3:27])([CH3:21])[CH2:29][CH2:30][CH2:31][CH2:32][CH2:33][CH2:34][CH2:35][CH2:36][CH2:37][CH2:38][CH2:39][CH2:40][CH2:41][CH2:42][CH2:43][CH2:44][CH2:45][CH3:46])(=[O:49])[CH2:2][CH2:3][CH2:4][CH2:5][CH2:6][CH2:7][CH2:8][CH2:9][CH2:10][CH2:11][CH2:12][CH2:13][CH2:14][CH2:15][CH2:16][CH2:17][CH3:18] |f:4.5|. Reported procedure: To a solution of 0.2 mole octadecanoylchloride in 400 ml ethyl ether was added a solution of 32 g (0.31 mole) 3-dimethylamino-1-propanol in 50 ml ethyl ether. After stirring about 2 hours, the reaction mixture was filtered and the solid recrystallized from ethyl acetate. It was converted to the free base, 3-dimethylaminopropyl octadecanoate, with sodium hydroxide and recrystallized from acetonitrile. A mixture of 18.3 g (0.049 mole) of this amine and 16.2 g (0.049 mole) of 1-bromooctadecane was ... The reactants are OC1=C2C=CC=NC2=CC=C1 (5-hydroxyquinoline), BrCCBr (1,2-dibromoethane). The product is BrCCOC1=C2C=CC=NC2=CC=C1 (5-(2-bromoethoxy)quinoline). Yield: 11.0%. As a reaction SMILES: [OH:1][C:2]1[CH:11]=[CH:10][CH:9]=[C:8]2[C:3]=1[CH:4]=[CH:5][CH:6]=[N:7]2.[Br:12][CH2:13][CH2:14]Br>>[Br:12][CH2:13][CH2:14][O:1][C:2]1[CH:11]=[CH:10][CH:9]=[C:8]2[C:3]=1[CH:4]=[CH:5][CH:6]=[N:7]2. Procedure: Following the same procedure as in Example 32-(a), reaction and treatment were carried out using 1.05 g of 5-hydroxyquinoline and 2.04 g of 1,2-dibromoethane to obtain 0.2 g of 5-(2-bromoethoxy)quinoline. Starting materials: BrC1=CC=C(C=C1)/C=C/CO (trans-3-(4-Bromophenyl)prop-2-en-1-ol), N (NH3), product, C1(=CC=CC=C1)C=CCO (3-Phenyl-prop-2-en-1-ol). Product: BrC1=CC=C(C=C1)[C@H]1[C@@H](C1)CO ((1R,2R)-[2-(4-Bromophenyl)cyclopropyl]methanol). RXN SMILES: [Br:1][C:2]1[CH:7]=[CH:6][C:5](/[CH:8]=[CH:9]/[CH2:10][OH:11])=[CH:4][CH:3]=1.[C:12]1(C=CCO)C=CC=CC=1.N>>[Br:1][C:2]1[CH:3]=[CH:4][C:5]([C@@H:8]2[CH2:12][C@H:9]2[CH2:10][OH:11])=[CH:6][CH:7]=1. Procedure: The title compound was prepared by the method of A. B. Charette and H. Lebel (Organic Synthesis, 1998, 76, 86-96) substituting trans-3-(4-Bromophenyl)prop-2-en-1-ol (the product from Example 1A) for 3-Phenyl-prop-2-en-1-ol. 1H NMR (300 MHz, CDCl3): δ 0.92-1.0 (m, 2H), 1.45-1.48 (m, 2H), 1.76-1.85 (m, 1H), 3.61 (d, J=7.5 Hz, 2H), 6.95 (d, J=9 Hz, 2H), 7.37 (d, J=9 Hz, 2H). MS (DCl—NH3) m/z 228 (M+H)+. The reactants are CC(=O)O, CC(C)=O, C=CC=O, Nc1cc(C(F)(F)F)ccc1Cl, Cl, Cl[Cu], O=N[O-], [Na+], O. Product: O=CC(Cl)Cc1cc(C(F)(F)F)ccc1Cl. As a reaction SMILES: [CH3:13][C:14](=[O:15])[OH:16].[CH3:27][C:28](=[O:29])[CH3:30].[CH:21](=[O:22])[CH:23]=[CH2:24].[Cl:1][c:2]1[c:3]([NH2:4])[cH:5][c:6]([C:9]([F:10])([F:11])[F:12])[cH:7][cH:8]1.[ClH:25].[Cu:31][Cl:32].[N:17]([O-:18])=[O:19].[Na+:20].[OH2:26]>>[Cl:1][c:2]1[c:3]([CH2:24][CH:23]([CH:21]=[O:22])[Cl:25])[cH:5][c:6]([C:9]([F:10])([F:11])[F:12])[cH:7][cH:8]1. The reactants are F[B-](F)(F)F.C(C)(C)(C)[PH+](C(C)(C)C)C(C)(C)C (tri-tert-butylphosphonium tetrafluoroborate), P(=O)([O-])([O-])[O-].[K+].[K+].[K+] (potassium phosphate), COC1=CC=C(C=C1)B(O)O (4-methoxyphenylboronic acid), BrC1=C(N(C2=C1N(C(N(C2=O)C)=O)C)CC2=C(C=CC=C2)Cl)N2C[C@@H](CCC2)NC(OC(C)(C)C)=O (tert-butyl {(3R)-1-[7-bromo-5-(2-chlorobenzyl)-1,3-dimethyl-2,4-dioxo-2,3,4,5-tetrahydro-1H-pyrrolo[3,2-d]pyrimidin-6-yl]piperidin-3-yl}carbamate). Reagents/catalysts: C=1C=CC(=CC1)/C=C/C(=O)/C=C/C2=CC=CC=C2.C=1C=CC(=CC1)/C=C/C(=O)/C=C/C2=CC=CC=C2.[Pd] (Bis(dibenzylideneacetone)palladium). The solvent is O1CCOCC1 (dioxane). Reaction conditions: temperature 50 celsius. Yields the product ClC1=C(CN2C(=C(C=3N(C(N(C(C32)=O)C)=O)C)C3=CC=C(C=C3)OC)N3C[C@@H](CCC3)NC(OC(C)(C)C)=O)C=CC=C1 (tert-Butyl {(3R)-1-[5-(2-chlorobenzyl)-7-(4-methoxyphenyl)-1,3-dimethyl-2,4-dioxo-2,3,4,5-tetrahydro-1H-pyrrolo[3,2-d]pyrimidin-6-yl]piperidin-3-yl}carbamate). The yield is 10.6%. RXN SMILES: F[B-](F)(F)F.C([PH+](C(C)(C)C)C(C)(C)C)(C)(C)C.P([O-])([O-])([O-])=O.[K+].[K+].[K+].[CH3:27][O:28][C:29]1[CH:34]=[CH:33][C:32](B(O)O)=[CH:31][CH:30]=1.Br[C:39]1[C:43]2[N:44]([CH3:51])[C:45](=[O:50])[N:46]([CH3:49])[C:47](=[O:48])[C:42]=2[N:41]([CH2:52][C:53]2[CH:58]=[CH:57][CH:56]=[CH:55][C:54]=2[Cl:59])[C:40]=1[N:60]1[CH2:65][CH2:64][CH2:63][C@@H:62]([NH:66][C:67](=[O:73])[O:68][C:69]([CH3:72])([CH3:71])[CH3:70])[CH2:61]1>O1CCOCC1.C1C=CC(/C=C/C(/C=C/C2C=CC=CC=2)=O)=CC=1.C1C=CC(/C=C/C(/C=C/C2C=CC=CC=2)=O)=CC=1.[Pd]>[Cl:59][C:54]1[CH:55]=[CH:56][CH:57]=[CH:58][C:53]=1[CH2:52][N:41]1[C:42]2[C:47](=[O:48])[N:46]([CH3:49])[C:45](=[O:50])[N:44]([CH3:51])[C:43]=2[C:39]([C:32]2[CH:33]=[CH:34][C:29]([O:28][CH3:27])=[CH:30][CH:31]=2)=[C:40]1[N:60]1[CH2:65][CH2:64][CH2:63][C@@H:62]([NH:66][C:67](=[O:73])[O:68][C:69]([CH3:71])([CH3:72])[CH3:70])[CH2:61]1 |f:0.1,2.3.4.5,9.10.11|. Procedure details: Bis(dibenzylideneacetone)palladium (18 mg), tri-tert-butylphosphonium tetrafluoroborate (22 mg), potassium phosphate (329 mg) and 4-methoxyphenylboronic acid (236 mg) were added to a solution of tert-butyl {(3R)-1-[7-bromo-5-(2-chlorobenzyl)-1,3-dimethyl-2,4-dioxo-2,3,4,5-tetrahydro-1H-pyrrolo[3,2-d]pyrimidin-6-yl]piperidin-3-yl}carbamate (90 mg) in dioxane (4 ml), and the resulting mixture was stirred with heating at 50° C. for 15 hours. The reaction solution was filtered through Celite and was...